Dataset: the Open Reaction Database (ORD), a public repository of structured organic reaction records. Task: describe an organic reaction: reactants, conditions, products, and yield The reactants are C(C)(C)(C)[Si](O[C@H]1C[C@@H]([C@H](C1)C#N)OC)(C1=CC=CC=C1)C1=CC=CC=C1 ((1R,2S,4R)-4-(tert-butyl-diphenyl-silanyloxy)-2-methoxy-cyclopentanecarbonitrile), CCCC[N+](CCCC)(CCCC)CCCC.[F-] (TBAF), C(C)(=O)O (acetic acid). Solvent: C1CCOC1 (THF), C1CCOC1 (THF). Run at time 3.5 hour. Yields the product O[C@H]1C[C@@H]([C@H](C1)C#N)OC ((1R,2S,4R)-4-Hydroxy-2-methoxy-cyclopentanecarbonitrile). Isolated yield 88.5%. Reaction SMILES: C([Si](C1C=CC=CC=1)(C1C=CC=CC=1)[O:6][C@@H:7]1[CH2:11][C@H:10]([C:12]#[N:13])[C@@H:9]([O:14][CH3:15])[CH2:8]1)(C)(C)C.CCCC[N+](CCCC)(CCCC)CCCC.[F-].C(O)(=O)C>C1COCC1>[OH:6][C@@H:7]1[CH2:11][C@H:10]([C:12]#[N:13])[C@@H:9]([O:14][CH3:15])[CH2:8]1 |f:1.2|. Reported procedure: A solution of (1S,2R,4S) and (1R,2S,4R)-4-(tert-butyl-diphenyl-silanyloxy)-2-methoxy-cyclopentanecarbonitrile (3.86 g, 10.17 mmol) in THF (20 ml) was added to a solution of TBAF (20.3 ml, 20.3 mmol, 1M solution in THF) and acetic acid (1.2 ml, 20.9 mmol) in THF (50 ml) at 0° C. After the addition was completed, the icebath was removed and the light brown solution was allowed to stir at room temperature for 3.5 h. The solution was then diluted with water and extracted 3 times with EtOAc. The comb... The reactants are ClCCl, CC(C)(O)c1ncc(CO)cc1Cl. Yields the product CC(C)(O)c1ncc(C=O)cc1Cl. Reaction SMILES: [Cl:14][CH2:15][Cl:16].[Cl:1][c:2]1[c:3]([C:10]([CH3:11])([CH3:12])[OH:13])[n:4][cH:5][c:6]([CH2:8][OH:9])[cH:7]1>>[Cl:1][c:2]1[c:3]([C:10]([CH3:11])([CH3:12])[OH:13])[n:4][cH:5][c:6]([CH:8]=[O:9])[cH:7]1. Starting materials: C[Al](C)C, CCOC(=O)Cc1ccsc1N, C1CCOC1. The product is O=C1Cc2ccsc2N1. RXN SMILES: [CH3:13][Al:14]([CH3:15])[CH3:16].[NH2:1][c:2]1[s:3][cH:4][cH:5][c:6]1[CH2:7][C:8]([O:10][CH2:9][CH3:11])=[O:12].[O:17]1[CH2:18][CH2:19][CH2:20][CH2:21]1>>[NH:1]1[c:2]2[s:3][cH:4][cH:5][c:6]2[CH2:7][C:8]1=[O:10]. The reactants are ClC=1C(=CC(=NC1)C(=O)O)OCC1CC1 (5-chloro-4-cyclopropylmethoxy-pyridine-2-carboxylic acid), N[C@H](C(=O)N)CC1CC1 ((S)-α-amino-cyclopropanepropanamide). Yields the product C(N)(=O)[C@H](CC1CC1)NC(=O)C1=NC=C(C(=C1)OCC1CC1)Cl (5-Chloro-4-cyclopropylmethoxy-pyridine-2-carboxylic acid ((S)-1-carbamoyl-2-cyclopropyl-ethyl)-amide). Reaction SMILES: [Cl:1][C:2]1[C:3]([O:11][CH2:12][CH:13]2[CH2:15][CH2:14]2)=[CH:4][C:5]([C:8]([OH:10])=O)=[N:6][CH:7]=1.[NH2:16][C@@H:17]([CH2:21][CH:22]1[CH2:24][CH2:23]1)[C:18]([NH2:20])=[O:19]>>[C:18]([C@@H:17]([NH:16][C:8]([C:5]1[CH:4]=[C:3]([O:11][CH2:12][CH:13]2[CH2:15][CH2:14]2)[C:2]([Cl:1])=[CH:7][N:6]=1)=[O:10])[CH2:21][CH:22]1[CH2:24][CH2:23]1)(=[O:19])[NH2:20]. Reported procedure: The title compound was synthesized in analogy to Example 1, using 5-chloro-4-cyclopropylmethoxy-pyridine-2-carboxylic acid and (S)-α-amino-cyclopropanepropanamide (CAN 156077-93-9) as starting materials and isolated (18 mg, 53%) as white solid; MS (ESI, m/z): 338.3 (MH+). The reactants are O=C([O-])[O-], O=[N+]([O-])c1cc(Cl)ccn1, [Cs+], [Cs+], CN(C)C=O, CCOC(=O)CC1OB(O)c2cc(O)cc(C)c21. Product: CCOC(=O)CC1OB(O)c2cc(Oc3ccnc([N+](=O)[O-])c3)cc(C)c21. Reaction SMILES: [C:29](=[O:30])([O-:31])[O-:32].[Cl:19][c:20]1[cH:21][c:22]([N+:26](=[O:27])[O-:28])[n:23][cH:24][cH:25]1.[Cs+:33].[Cs+:34].[O:35]=[CH:36][N:37]([CH3:38])[CH3:39].[OH:1][B:2]1[O:3][CH:4]([CH2:13][C:14](=[O:15])[O:16][CH2:17][CH3:18])[c:5]2[c:6]1[cH:7][c:8]([OH:12])[cH:9][c:10]2[CH3:11]>>[OH:1][B:2]1[O:3][CH:4]([CH2:13][C:14](=[O:15])[O:16][CH2:17][CH3:18])[c:5]2[c:6]1[cH:7][c:8]([O:12][c:20]1[cH:21][c:22]([N+:26](=[O:27])[O-:28])[n:23][cH:24][cH:25]1)[cH:9][c:10]2[CH3:11].